From a dataset of the Open Reaction Database (ORD), a public repository of structured organic reaction records. describe an organic reaction: reactants, conditions, products, and yield Starting materials: C1COCCO1, CC(C)c1cc(CO)no1. Yields the product CC(C)c1cc(C=O)no1. As a reaction SMILES: [CH2:11]1[O:12][CH2:13][CH2:14][O:15][CH2:16]1.[CH:1]([CH3:2])([CH3:3])[c:4]1[cH:5][c:6]([CH2:9][OH:10])[n:7][o:8]1>>[CH:1]([CH3:2])([CH3:3])[c:4]1[cH:5][c:6]([CH:9]=[O:10])[n:7][o:8]1. Starting materials: CCCCCC(=O)Cl, Cc1ccc([N+](=O)[O-])c(NCCCC(N)C(=O)O)c1, [Na+], C1COCCO1, [OH-], O. The product is CCCCCC(=O)NC(CCCNc1cc(C)ccc1[N+](=O)[O-])C(=O)O. RXN SMILES: [C:20]([CH2:21][CH2:22][CH2:23][CH2:24][CH3:25])(=[O:26])[Cl:27].[NH2:1][CH:2]([C:3](=[O:4])[OH:5])[CH2:6][CH2:7][CH2:8][NH:9][c:10]1[c:11]([N+:17](=[O:18])[O-:19])[cH:12][cH:13][c:14]([CH3:16])[cH:15]1.[Na+:29].[O:30]1[CH2:31][CH2:32][O:33][CH2:34][CH2:35]1.[OH-:28].[OH2:36]>>[NH:1]([CH:2]([C:3](=[O:4])[OH:5])[CH2:6][CH2:7][CH2:8][NH:9][c:10]1[c:11]([N+:17](=[O:18])[O-:19])[cH:12][cH:13][c:14]([CH3:16])[cH:15]1)[C:20]([CH2:21][CH2:22][CH2:23][CH2:24][CH3:25])=[O:26]. The reactants are C(C(C)C)C1=CC=C(C=C1)C(C(=O)O)C (α-(4-isobutylphenyl)propionic acid), C(C(=O)Cl)(=O)Cl (oxalyl chloride), C(C(=O)Cl)(=O)Cl (oxalyl chloride). The solvent is C(Cl)Cl (methylene chloride). Product: C(C(C)C)C1=CC=C(C=C1)C(C(=O)Cl)C (α-(4-isobutylphenyl)-propionyl chloride). As a reaction SMILES: [CH2:1]([C:5]1[CH:10]=[CH:9][C:8]([CH:11]([CH3:15])[C:12](O)=[O:13])=[CH:7][CH:6]=1)[CH:2]([CH3:4])[CH3:3].C(Cl)(=O)C([Cl:19])=O>C(Cl)Cl>[CH2:1]([C:5]1[CH:10]=[CH:9][C:8]([CH:11]([CH3:15])[C:12]([Cl:19])=[O:13])=[CH:7][CH:6]=1)[CH:2]([CH3:4])[CH3:3]. Reported procedure: To a well-stirred solution consisting of 3.1 g. (0.015 mole) of α-(4-isobutylphenyl)propionic acid (ibuprofen) dissolved in 200 ml. of methylene chloride, there were added 3.8 g. (0.030 mole) of oxalyl chloride. The resulting reaction mixture was refluxed for a period of two hours and then cooled to room temperature. The clear colorless solution so obtained was thereafter concentrated in vacuo to dryness to yield a residue that was substantially free of solvent and excess oxalyl chloride. In thi... Starting materials: 5b, [Cl-].C(C1=CC=CC=C1)[N+]1=CC=C(C=C1)C (1-benzyl-4-methylpyridinium chloride), CCOC(=O)C.CO.N (EtOAc MeOH NH3). The product is C(C1=CC=CC=C1)N1CCC(=CC1)C (1-benzyl-4-methyl-1,2,3,6-tetrahydropyridine). As a reaction SMILES: [Cl-].[CH2:2]([N+:9]1[CH:14]=[CH:13][C:12]([CH3:15])=[CH:11][CH:10]=1)[C:3]1[CH:8]=[CH:7][CH:6]=[CH:5][CH:4]=1.CCOC(C)=O.CO.N>>[CH2:2]([N:9]1[CH2:10][CH:11]=[C:12]([CH3:15])[CH2:13][CH2:14]1)[C:3]1[CH:8]=[CH:7][CH:6]=[CH:5][CH:4]=1 |f:0.1,2.3.4|. Reported procedure: The product was obtained analogously to IP 5b starting from 10.0 g (45.5 mmol) of 1-benzyl-4-methylpyridinium chloride. Yield: 7.15 g (84% of theoretical); C13H17N (M=187.281); calc.: molpeak (M+H)+: 188; found: molpeak (M+H)+: 188; Rf value: 0.95 (silica gel, EtOAc/MeOH/NH3 9:1:0.1). Reported procedure: 5.7 g of benzoguanamine is heated in 12 g of chlorosulfonic acid at 130° to 140° C. for 4 hours. After cooling, the reaction mixture is added dropwise into a mixture of 40 ml of 40% aqueous dimethylamine and 50 ml of dioxane under agitation and ice cooling, and after one hour agitation, the mixture is evaporated to dryness under vacuum. Thereafter, water is added to the mixture and the separated crystals are filtered out and recrystallized from dioxane. Melting point: 250°-251° C.; yield: 8.8 g. RXN SMILES: [CH:1]1[CH:2]=[CH:3][C:4]([C:7]2[N:8]=[C:9]([NH2:14])[N:10]=[C:11]([NH2:13])[N:12]=2)=[CH:5][CH:6]=1.[CH3:15][NH:16][CH3:17].O1CCOCC1.Cl[S:25](O)(=[O:27])=[O:26]>>[NH2:13][C:11]1[N:10]=[C:9]([NH2:14])[N:8]=[C:7]([C:4]2[CH:3]=[CH:2][CH:1]=[C:6]([S:25](=[O:27])(=[O:26])[N:16]([CH3:17])[CH3:15])[CH:5]=2)[N:12]=1. Starting materials: CNC (dimethylamine), O1CCOCC1 (dioxane), C=1C=CC(=CC1)C=2N=C(N=C(N2)N)N (benzoguanamine), ClS(=O)(=O)O (chlorosulfonic acid). Reaction conditions: time 1 hour. The product is NC1=NC(=NC(=N1)N)C1=CC(=CC=C1)S(N(C)C)(=O)=O (2,4-diamino-6-(3-dimethylsulfamylphenyl)-s-triazine). Starting materials: OC1=C(C(=CC(=C1CCC(C)C)OCOC)OCOC)C(CCC1=CC(=C(C(=C1)OC)OCOC)OC)=O (1-[2-hydroxy-4,6-bis(methoxymethoxy)-3-isopentylphenyl]-3-(3,5-dimethoxy-4-methoxymethoxyphenyl)-1-propanone), Cl.CO (hydrochloric acid methanol). Run in CO (methanol). Product: OC1=C(C(=CC(=C1CCC(C)C)O)O)C(CCC1=CC(=C(C(=C1)OC)O)OC)=O (1-(2,4,6-trihydroxy-3-isopentylphenyl)-3-(4-hydroxy-3,5-dimethoxyphenyl)-1-propanone). Yield: 35.8%. RXN SMILES: [OH:1][C:2]1[C:7]([CH2:8][CH2:9][CH:10]([CH3:12])[CH3:11])=[C:6]([O:13]COC)[CH:5]=[C:4]([O:17]COC)[C:3]=1[C:21](=[O:38])[CH2:22][CH2:23][C:24]1[CH:29]=[C:28]([O:30][CH3:31])[C:27]([O:32]COC)=[C:26]([O:36][CH3:37])[CH:25]=1.Cl.CO>CO>[OH:1][C:2]1[C:7]([CH2:8][CH2:9][CH:10]([CH3:12])[CH3:11])=[C:6]([OH:13])[CH:5]=[C:4]([OH:17])[C:3]=1[C:21](=[O:38])[CH2:22][CH2:23][C:24]1[CH:25]=[C:26]([O:36][CH3:37])[C:27]([OH:32])=[C:28]([O:30][CH3:31])[CH:29]=1 |f:1.2|. Reported procedure: Next, 10.0 g of 1-[2-hydroxy-4,6-bis(methoxymethoxy)-3-isopentylphenyl]-3-(3,5-dimethoxy-4-methoxymethoxyphenyl)-1-propanone was dissolved in 25.0 ml of methanol, and 70 ml of a hydrochloric acid-methanol reagent was added to the solution and the mixture was refluxed in an argon atmosphere for 1 hour. The reaction liquid was concentrated under a reduced pressure and subjected to the column chromatography [230-400 mesh Kieselgel 60; eluting solvent=chloroform/methanol (20/1)] to obtain 2.7 g (yie...